Dataset: the Open Reaction Database (ORD), a public repository of structured organic reaction records. Task: describe an organic reaction: reactants, conditions, products, and yield The reactants are C(=O)(OC(C)(C)C)N[C@@H](CCSC)C(=O)NNC(=O)OC(C)(C)C (tert-butyl 2-(Boc-L-methionyl)-1-hydrazine carboxylate), CI (methyl iodide). Solvent: CC(=O)C (acetone). Conditions: time 8 hour. Product: [I-].C[SH2+].C(=O)(OC(C)(C)C)N[C@@H](CCSC)C(=O)NNC(=O)OC(C)(C)C (tert-butyl 2-(Boc-L-methionyl)-1-hydrazine carboxylate methylsulfonium iodide). RXN SMILES: [C:1]([NH:8][C@H:9]([C:14]([NH:16][NH:17][C:18]([O:20][C:21]([CH3:24])([CH3:23])[CH3:22])=[O:19])=[O:15])[CH2:10][CH2:11][S:12][CH3:13])([O:3][C:4]([CH3:7])([CH3:6])[CH3:5])=[O:2].C[I:26]>CC(C)=O>[I-:26].[CH3:11][SH2+:12].[C:1]([NH:8][C@H:9]([C:14]([NH:16][NH:17][C:18]([O:20][C:21]([CH3:24])([CH3:23])[CH3:22])=[O:19])=[O:15])[CH2:10][CH2:11][S:12][CH3:13])([O:3][C:4]([CH3:6])([CH3:5])[CH3:7])=[O:2] |f:3.4.5|. Procedure: A solution of the resultant tert-butyl 2-(Boc-L-methionyl)-1-hydrazine carboxylate in acetone (20 ml) was combined with methyl iodide (17 ml, 240 mmol) and stirred at room temperature overnight. The reaction mixture was concentrated, and the resultant residue was triturated from ether, collected by filtration, washed with ether and dried to obtain tert-butyl 2-(Boc-L-methionyl)-1-hydrazine carboxylate methylsulfonium iodide (19.14 g) as a colorless solid. Starting materials: [CH-]1C=CC=C1.[CH-]1C=CC=C1.[Fe+2] (ferrocene), [Fe](Cl)(Cl)Cl (iron(III) chloride), C(C)O (ethanol), μ-oxo-bis(trichloroferrate). Solvent: CCOCC (ether). Product: tetrachloroferrate, [CH-]1C=CC=C1.[CH-]1C=CC=C1.[Fe+2] (ferrocene), [Fe](Cl)Cl (iron chloride). As a reaction SMILES: [CH-:1]1[CH:5]=[CH:4][CH:3]=[CH:2]1.[CH-:6]1[CH:10]=[CH:9][CH:8]=[CH:7]1.[Fe+2].[Fe:12](Cl)([Cl:14])[Cl:13].C(O)C>CCOCC>[CH-:1]1[CH:5]=[CH:4][CH:3]=[CH:2]1.[CH-:6]1[CH:10]=[CH:9][CH:8]=[CH:7]1.[Fe+2:12].[Fe:12]([Cl:14])[Cl:13] |f:0.1.2,6.7.8|. Procedure details: Impure ferricenium tetrachloroferrate is prepared from ferrocene (2 mmol) and anhydrous iron(III) chloride (4 mmol) in ether, with recrystallization from absolute ethanol, by the process of Nesmeyanov et al. The product obtained, the infrared spectrum of which shows that it is a product contaminated with diferricenium μ-oxo-bis(trichloroferrate), can be recrystallized either from freshly distilled thionyl chloride or from 0.15-0.25M aqueous-methanolic (2:98) hydrogen chloride, a ferricenium tetr... Reactants: ClC1=NC=CC=C1C#N (2-chloro-3-cyanopyridine), C([O-])([O-])=O.[K+].[K+] (potassium carbonate), C(C1=CC=CC=C1)S (benzyl mercaptan). The solvent is CN(C=O)C (dimethyl formamide), CN(C=O)C (dimethyl formamide). Reaction conditions: temperature 120 celsius, time 2 hour. Product: C1(=CC=CC=C1)CSC1=NC=CC=C1C#N (2-(phenyl methyl thio)-3-cyanopyridine). As a reaction SMILES: Cl[C:2]1[C:7]([C:8]#[N:9])=[CH:6][CH:5]=[CH:4][N:3]=1.C(=O)([O-])[O-].[K+].[K+].[CH2:16]([SH:23])[C:17]1[CH:22]=[CH:21][CH:20]=[CH:19][CH:18]=1>CN(C)C=O>[C:17]1([CH2:16][S:23][C:2]2[C:7]([C:8]#[N:9])=[CH:6][CH:5]=[CH:4][N:3]=2)[CH:22]=[CH:21][CH:20]=[CH:19][CH:18]=1 |f:1.2.3|. Procedure: 85 g of 2-chloro-3-cyanopyridine, 98.2 g potassium carbonate anhydrous powder and 600 g of dimethyl formamide were mixed to obtain a suspension. To this suspension, a solution of 79.2 g benzyl mercaptan in 250 ml dimethyl formamide was added dropwise over a period of approx. 3 hours at 80-90° C. The reaction mass was agitated for 2 hours at the same temperature. The temperature was slowly raised to 120° C. Then, the reaction mixture was reacted at 120-130° C. for about 1.5 hours. Afterwards, hea...